From a dataset of the Open Reaction Database (ORD), a public repository of structured organic reaction records. describe an organic reaction: reactants, conditions, products, and yield Reaction SMILES: [CH:1]1([C:7]([O:9]C)=O)[CH2:6][CH2:5][CH2:4][CH2:3][CH2:2]1.[NH2:11][NH2:12]>CO>[CH:1]1([C:7]([NH:11][NH2:12])=[O:9])[CH2:6][CH2:5][CH2:4][CH2:3][CH2:2]1. Run in CO (MeOH). Procedure: To a solution of methyl cyclohexane carboxylate (12 g, 83.9 mmol) in MeOH (50 mL) was added hydrazine (5.3 mL, 1.67 mol). The reaction mixture was heated at 65° C. overnight. The reaction mixture was cooled to room temperature and the resultant solid was collected by filtration and was dried in vacuo to give 4.0 g of cyclohexanecarboxylic acid hydrazide. Reaction conditions: temperature 65 celsius. Reactants: C1(CCCCC1)C(=O)OC (methyl cyclohexane carboxylate), NN (hydrazine). The product is C1(CCCCC1)C(=O)NN (cyclohexanecarboxylic acid hydrazide). The yield is 33.5%.